This data is from the Open Reaction Database (ORD), a public repository of structured organic reaction records. The task is: describe an organic reaction: reactants, conditions, products, and yield Reactants: NC1=CC=C(C(=O)OCC)C=C1 (ethyl p-aminobenzoate), BrCCCOC1=CC=CC=C1 (3-bromopropylphenyl ether), CN(P(=O)(N(C)C)N(C)C)C (hexamethylphosphoramide). Run in O (water). The product is O(C1=CC=CC=C1)CCCNC1=CC=C(C(=O)OCC)C=C1 (Ethyl p-[(3-phenoxypropyl)amino]benzoate). As a reaction SMILES: [NH2:1][C:2]1[CH:12]=[CH:11][C:5]([C:6]([O:8][CH2:9][CH3:10])=[O:7])=[CH:4][CH:3]=1.Br[CH2:14][CH2:15][CH2:16][O:17][C:18]1[CH:23]=[CH:22][CH:21]=[CH:20][CH:19]=1.CN(C)P(N(C)C)(N(C)C)=O>O>[O:17]([CH2:16][CH2:15][CH2:14][NH:1][C:2]1[CH:3]=[CH:4][C:5]([C:6]([O:8][CH2:9][CH3:10])=[O:7])=[CH:11][CH:12]=1)[C:18]1[CH:23]=[CH:22][CH:21]=[CH:20][CH:19]=1. Reported procedure: A mixture of 33 g of ethyl p-aminobenzoate, 21.5 g of 3-bromopropylphenyl ether and 100 ml of hexamethylphosphoramide is heated at 100°-110° C. in an oil bath for 20 hours. The mixture is chilled, diluted with 50 ml of water, chilled and filtered. The solid is washed with ethanol-water (1:1) and with water to give yellow crystals, mp 73°-74° C. The reactants are N#Cc1cccc(N(C(=O)NC2CCN(Cc3ccccc3)CC2)C2CCCCCC2)c1, O=C([O-])[O-], CCO, [NH4+], [NH4+]. Yields the product N=C(N)c1cccc(N(C(=O)NC2CCN(Cc3ccccc3)CC2)C2CCCCCC2)c1. RXN SMILES: [C:1](#[N:2])[c:3]1[cH:4][c:5]([N:9]([C:10](=[O:11])[NH:12][CH:13]2[CH2:14][CH2:15][N:16]([CH2:19][c:20]3[cH:21][cH:22][cH:23][cH:24][cH:25]3)[CH2:17][CH2:18]2)[CH:26]2[CH2:27][CH2:28][CH2:29][CH2:30][CH2:31][CH2:32]2)[cH:6][cH:7][cH:8]1.[C:33](=[O:34])([O-:35])[O-:36].[CH3:39][CH2:40][OH:41].[NH4+:37].[NH4+:38]>>[C:1]([NH2:2])([c:3]1[cH:4][c:5]([N:9]([C:10](=[O:11])[NH:12][CH:13]2[CH2:14][CH2:15][N:16]([CH2:19][c:20]3[cH:21][cH:22][cH:23][cH:24][cH:25]3)[CH2:17][CH2:18]2)[CH:26]2[CH2:27][CH2:28][CH2:29][CH2:30][CH2:31][CH2:32]2)[cH:6][cH:7][cH:8]1)=[NH:37]. Reactants: ClC1=C(C(CCl)=O)C=CC(=C1)Cl (2,4-dichlorophenacyl chloride), C(CC)NC(NN)=S (4-n-propyl-thiosemicarbazide). Run in CO (methanol). The product is Cl.ClC1=C(C=CC(=C1)Cl)C1=NN=C(SC1)NCCC (5-(2,4-dichlorophenyl)-N-propyl-6H-1,3,4-thiadiazin-2-amine monohydrochloride). The yield is 126.0%. RXN SMILES: [Cl:1][C:2]1[CH:11]=[C:10]([Cl:12])[CH:9]=[CH:8][C:3]=1[C:4](=O)[CH2:5]Cl.[CH2:13]([NH:16][C:17](=[S:20])[NH:18][NH2:19])[CH2:14][CH3:15]>CO>[ClH:1].[Cl:1][C:2]1[CH:11]=[C:10]([Cl:12])[CH:9]=[CH:8][C:3]=1[C:4]1[CH2:5][S:20][C:17]([NH:16][CH2:13][CH2:14][CH3:15])=[N:18][N:19]=1 |f:3.4|. Procedure: 6.70 g (0.03 mole) of 2,4-dichlorophenacyl chloride and 3.99 g (0.03 mole) of 4-n-propyl-thiosemicarbazide are reacted in 150 ml of methanol under the conditions of Example 2. The concentrated product is crystallized and then recrystallized from methanol/ethyl acetate, to produce 6.4 g of 5-(2,4-dichlorophenyl)-N-propyl-6H-1,3,4-thiadiazin-2-amine monohydrochloride. m.p. 184°-185° C. The product is then dried at 65° C. under high vacuum. Starting materials: c1ccc(CC2CCCCCN2)cc1, O=[N+]([O-])O, O=S(=O)(O)O. Product: O=[N+]([O-])c1ccc(CC2CCCCCN2)cc1. Reaction SMILES: [CH2:1]([c:2]1[cH:3][cH:4][cH:5][cH:6][cH:7]1)[CH:8]1[NH:9][CH2:10][CH2:11][CH2:12][CH2:13][CH2:14]1.[OH:20][N+:21]([O-:22])=[O:23].[S:15](=[O:16])(=[O:17])([OH:18])[OH:19]>>[CH2:1]([c:2]1[cH:3][cH:4][c:5]([N+:21](=[O:20])[O-:22])[cH:6][cH:7]1)[CH:8]1[NH:9][CH2:10][CH2:11][CH2:12][CH2:13][CH2:14]1. Reactants: CCN(C(C)C)C(C)C (DIEA), C(C)S(=O)(=O)C1=CC=C(S1)C1=CC=C(C(=O)O)C=C1 (4-(5-ethanesulfonyl-thiophen-2-yl)-benzoic acid), C=1C=CC2=C(C1)N=NN2O (HOBt), [Li] (Lithium), CCN=C=NCCCN(C)C.Cl (EDC-HCl), C[C@H]1N(CCC1)C[C@H]1NCCC1 (2-(R)-Methyl-1-(2-(S)-pyrrolidinylmethyl)pyrrolidine). The solvent is CN(C)C=O.ClCCl (DMF dichloromethane). Product: C(C)S(=O)(=O)C1=CC=C(S1)C1=CC=C(C=C1)C(=O)N1[C@@H](CCC1)CN1[C@@H](CCC1)C ([4-(5-Ethanesulfonyl-thiophen-2-yl)-phenyl]-[2-(S)-(2-(R)-methyl-pyrrolidin-1-ylmethyl)-pyrrolidin-1-yl]-methanone). Isolated yield 50.0%. As a reaction SMILES: [CH2:1]([S:3]([C:6]1[S:10][C:9]([C:11]2[CH:19]=[CH:18][C:14]([C:15]([OH:17])=O)=[CH:13][CH:12]=2)=[CH:8][CH:7]=1)(=[O:5])=[O:4])[CH3:2].[Li].CCN=C=NCCCN(C)C.Cl.C1C=CC2N(O)N=NC=2C=1.CCN(C(C)C)C(C)C.[CH3:52][C@@H:53]1[CH2:57][CH2:56][CH2:55][N:54]1[CH2:58][C@@H:59]1[CH2:63][CH2:62][CH2:61][NH:60]1>CN(C=O)C.ClCCl>[CH2:1]([S:3]([C:6]1[S:10][C:9]([C:11]2[CH:12]=[CH:13][C:14]([C:15]([N:60]3[CH2:61][CH2:62][CH2:63][C@H:59]3[CH2:58][N:54]3[CH2:55][CH2:56][CH2:57][C@H:53]3[CH3:52])=[O:17])=[CH:18][CH:19]=2)=[CH:8][CH:7]=1)(=[O:4])=[O:5])[CH3:2] |f:2.3,7.8,^1:19|. Procedure details: The title compound is prepared in a manner substantially analogous to General Procedure D in 5 mL 50% DMF/dichloromethane using 4-(5-ethanesulfonyl-thiophen-2-yl)-benzoic acid, Lithium salt (118 mg, 0.39 mmol), EDC-HCl (115 mg, 0.60 mmol), HOBt (81 mg, 0.60 mmol), DIEA (0.17 mL, 1.0 mmol) and 2-(R)-Methyl-1-(2-(S)-pyrrolidinylmethyl)pyrrolidine (61 mg, 0.36 mmol) to give the title compound (80 mg, 50% yield). MS (ES+) 447.3 (M+H)+ Reactants: COC1=NC2=CC=CC=C2N=C1NC(OC1=CC=CC=C1)=O (Phenyl N-(2-methoxyquinoxalin-3-yl)carbamate), BrC=1C=C(C=CC1)N1CCNCC1 (1-(3-bromophenyl)-piperazine). Reported procedure: Phenyl N-(2-methoxyquinoxalin-3-yl)carbamate and 1-(3-bromophenyl)-piperazine were reacted by the same way with the example 36 to obtain the titled compound. RXN SMILES: [CH3:1][O:2][C:3]1[C:12]([NH:13][C:14](=[O:22])OC2C=CC=CC=2)=[N:11][C:10]2[C:5](=[CH:6][CH:7]=[CH:8][CH:9]=2)[N:4]=1.[Br:23][C:24]1[CH:25]=[C:26]([N:30]2[CH2:35][CH2:34][NH:33][CH2:32][CH2:31]2)[CH:27]=[CH:28][CH:29]=1>>[CH3:1][O:2][C:3]1[C:12]([NH:13][C:14]([N:33]2[CH2:32][CH2:31][N:30]([C:26]3[CH:27]=[CH:28][CH:29]=[C:24]([Br:23])[CH:25]=3)[CH2:35][CH2:34]2)=[O:22])=[N:11][C:10]2[C:5](=[CH:6][CH:7]=[CH:8][CH:9]=2)[N:4]=1. The product is COC1=NC2=CC=CC=C2N=C1NC(=O)N1CCN(CC1)C1=CC(=CC=C1)Br (1-[(2-Methoxyquinoxalin-3-yl)aminocarbonyl]-4-(3-bromop-henyl)piperazine). Isolated yield 69.5%. Yield: 94.0%. Reactants: [Li+].[OH-] (LiOH), FC(C1=CC=C(C=N1)NC(N[C@H]1C[C@@H](N(CC1)C(=O)OC(C)(C)C)C(=O)OC)=O)(F)F ((2R,4R)-1-tert-butyl 2-methyl 4-(3-(6-(trifluoromethyl)pyridin-3-yl)ureido)piperidine-1,2-dicarboxylate), Cl (HCl). As a reaction SMILES: [Li+].[OH-].[F:3][C:4]([F:33])([F:32])[C:5]1[N:10]=[CH:9][C:8]([NH:11][C:12](=[O:31])[NH:13][C@@H:14]2[CH2:19][CH2:18][N:17]([C:20]([O:22][C:23]([CH3:26])([CH3:25])[CH3:24])=[O:21])[C@@H:16]([C:27]([O:29]C)=[O:28])[CH2:15]2)=[CH:7][CH:6]=1.Cl>C1COCC1.CO.O>[C:23]([O:22][C:20]([N:17]1[CH2:18][CH2:19][C@@H:14]([NH:13][C:12]([NH:11][C:8]2[CH:9]=[N:10][C:5]([C:4]([F:32])([F:33])[F:3])=[CH:6][CH:7]=2)=[O:31])[CH2:15][C@@H:16]1[C:27]([OH:29])=[O:28])=[O:21])([CH3:26])([CH3:24])[CH3:25] |f:0.1,4.5.6|. The product is C(C)(C)(C)OC(=O)N1[C@H](C[C@@H](CC1)NC(=O)NC=1C=NC(=CC1)C(F)(F)F)C(=O)O ((2R,4R)-1-(tert-butoxycarbonyl)-4-(3-(6-(trifluoromethyl)pyridin-3-yl)ureido)piperidine-2-carboxylic Acid). Conditions: time 18 hour. Procedure details: LiOH (118 mg, 4.93 mmol) was added to a solution of (2R,4R)-1-tert-butyl 2-methyl 4-(3-(6-(trifluoromethyl)pyridin-3-yl)ureido)piperidine-1,2-dicarboxylate (550 mg, 1.23 mmol) in THF/MeOH/water (3:2:1) (24 mL) and the resulting solution was stirred at room temperature for 18 hours. 1M HCl solution was added to reaction solution to adjust the pH to about 3, extracted with ethyl acetate (2×50 mL). The organic layers were dried over MgSO4 and concentrated to give the acid as a white solid 500 mg (9... Run in C1CCOC1.CO.O (THF MeOH water).